This data is from the Open Reaction Database (ORD), a public repository of structured organic reaction records. The task is: describe an organic reaction: reactants, conditions, products, and yield The reactants are BrCC=1C=C(C=CC1)N(C(=O)NC)CC1=CC=C(C=C1)OCCCCCCCCCCCCCC (N-[3-(bromomethyl)phenyl]-N'-methyl-N-[[4-(tetradecyloxy)phenyl]methyl]urea), CC1=CN=CS1 (5-methylthiazole). Solvent: C(C)#N (acetonitrile), CCOCC (ether). Reaction conditions: time 8 hour. Product: [Br-].CC1=C[N+](=CS1)CC1=CC(=CC=C1)N(CC1=CC=C(C=C1)OCCCCCCCCCCCCCC)C(=O)NC (5-Methyl-3-[[3-[[(methylamino)carbonyl]-[[4-(tetradecyloxy)phenyl]methyl]amino]phenyl]methyl]thiazolium bromide). Isolated yield 94.9%. RXN SMILES: [Br:1][CH2:2][C:3]1[CH:4]=[C:5]([N:9]([CH2:14][C:15]2[CH:20]=[CH:19][C:18]([O:21][CH2:22][CH2:23][CH2:24][CH2:25][CH2:26][CH2:27][CH2:28][CH2:29][CH2:30][CH2:31][CH2:32][CH2:33][CH2:34][CH3:35])=[CH:17][CH:16]=2)[C:10]([NH:12][CH3:13])=[O:11])[CH:6]=[CH:7][CH:8]=1.[CH3:36][C:37]1[S:41][CH:40]=[N:39][CH:38]=1>C(#N)C.CCOCC>[Br-:1].[CH3:36][C:37]1[S:41][CH:40]=[N+:39]([CH2:2][C:3]2[CH:8]=[CH:7][CH:6]=[C:5]([N:9]([C:10]([NH:12][CH3:13])=[O:11])[CH2:14][C:15]3[CH:20]=[CH:19][C:18]([O:21][CH2:22][CH2:23][CH2:24][CH2:25][CH2:26][CH2:27][CH2:28][CH2:29][CH2:30][CH2:31][CH2:32][CH2:33][CH2:34][CH3:35])=[CH:17][CH:16]=3)[CH:4]=2)[CH:38]=1 |f:4.5|. Procedure: A mixture of 3.3 g of N-[3-(bromomethyl)phenyl]-N'-methyl-N-[[4-(tetradecyloxy)phenyl]methyl]urea and 2.1 g of 5-methylthiazole in 50 ml of acetonitrile is refluxed under argon for 5 hours. The mixture is allowed to stand at room temperature overnight. The mixture is diluted with ether and the solid collected. The solid is washed several times with ether then vacuum dried to give 3.7 g of the desired product as a white solid, m.p. 124°-126° C.